Dataset: the Open Reaction Database (ORD), a public repository of structured organic reaction records. Task: describe an organic reaction: reactants, conditions, products, and yield The reactants are C(C1=CC=CC=C1)#N (benzonitrile), CCOCC (ether), O (water). Conditions: time 16 hour. Product: COC=1C=C(C=CC1)C(C1=CC=CC=C1)=O (m-methoxybenzophenone). Yield: 60.0%. RXN SMILES: [C:1](#N)[C:2]1[CH:7]=[CH:6][CH:5]=[CH:4][CH:3]=1.C[CH2:10][O:11][CH2:12][CH3:13].[OH2:14]>>[CH3:10][O:11][C:12]1[CH:13]=[C:1]([C:1](=[O:14])[C:2]2[CH:7]=[CH:6][CH:5]=[CH:4][CH:3]=2)[CH:2]=[CH:3][CH:4]=1. Procedure: To the mixture then were added dropwise 103 grams (1 mole) of benzonitrile in 500 ml. of ether. A vigorous reaction occurred. The mixture was stirred for 16 hours, and then 500 ml. of water were gradually added. The reaction mixture then was filtered through a glass wool plug to remove excess magnesium. The ether was evaporated, and to the resulting aqueous layer were added 300 ml. of concentrated hydrochloric acid. The resulting mixture was heated on a steam bath for one hour. The product was e... The reactants are BrC1=CC2=C(OCC(N2)=O)N=C1 (7-bromo-1H-pyrido[2,3-b][1,4]oxazin-2-one), N1=CC(=CC=C1)B(O)O (3-pyridine boronic acid), C1(=CC=CC=C1)P(C1=CC=CC=C1)C1=CC=CC=C1 (triphenylphosphine), C([O-])([O-])=O.[K+].[K+] (potassium carbonate). Reagents/catalysts: C(C)(=O)[O-].[Pd+2].C(C)(=O)[O-] (palladium acetate). The solvent is O (water), C(C)#N (acetonitrile). Reaction conditions: time 10 hour. The product is N1=CC(=CC=C1)C1=CC2=C(OCC(N2)=O)N=C1 (7-pyridin-3-yl-1H-pyrido[2,3-b][1,4]oxazin-2-one). Yield: 110.0%. As a reaction SMILES: Br[C:2]1[CH:12]=[N:11][C:5]2[O:6][CH2:7][C:8](=[O:10])[NH:9][C:4]=2[CH:3]=1.[N:13]1[CH:18]=[CH:17][CH:16]=[C:15](B(O)O)[CH:14]=1.C1(P(C2C=CC=CC=2)C2C=CC=CC=2)C=CC=CC=1.C(=O)([O-])[O-].[K+].[K+]>C([O-])(=O)C.[Pd+2].C([O-])(=O)C.O.C(#N)C>[N:13]1[CH:18]=[CH:17][CH:16]=[C:15]([C:2]2[CH:12]=[N:11][C:5]3[O:6][CH2:7][C:8](=[O:10])[NH:9][C:4]=3[CH:3]=2)[CH:14]=1 |f:3.4.5,6.7.8|. Reported procedure: To 1.6 ml of acetonitrile/0.4 ml of distilled water, 7-bromo-1H-pyrido[2,3-b][1,4]oxazin-2-one (100 mg, 0.436 mmol), 3-pyridine boronic acid (29.5 mg, 0.240 mmol), palladium acetate (4.9 mg, 0.0218 mmol), triphenylphosphine (11.4 mg, 0.0436 mmol) and potassium carbonate (45.2 mg, 0.327 mmol) were added and then stirred at 1000 for 10 hours. After completion of the reaction, the mixture was extracted with ethyl acetate, and the combined organic layer was dried over anhydrous sodium sulfate (Na2SO... Starting materials: CC1=CC=C2C(C(NC2=C1C)=O)=O (6,7-dimethylisatin), 60, S(=O)(=O)([O-])OOS(=O)(=O)[O-].[K+].[K+] (potassium peroxydisulfate), S(O)(O)(=O)=O (sulfuric acid). Run at time 15 minute. The product is 34, CC1=C(C=CC2=C1NC(C(O2)=O)=O)C (5,6-dimethyl-2,3-dioxo-1,4-benzoxazine). As a reaction SMILES: [CH3:1][C:2]1[C:10]([CH3:11])=[C:9]2[C:5]([C:6](=[O:13])[C:7](=[O:12])[NH:8]2)=[CH:4][CH:3]=1.S(OOS([O-])(=O)=O)([O-])(=O)=[O:15].[K+].[K+].S(=O)(=O)(O)O>>[CH3:11][C:10]1[C:9]2[NH:8][C:7](=[O:12])[C:6](=[O:13])[O:15][C:5]=2[CH:4]=[CH:3][C:2]=1[CH3:1] |f:1.2.3|. Procedure details: 35 parts of 6,7-dimethylisatin are introduced into a solution of 60 parts of potassium peroxydisulfate in 400 parts of 98% strength sulfuric acid at from 5° C. to 10° C. The mixture is then stirred for 10-20 minutes, after which it is poured onto ice. The product is filtered off and dried, giving 34 parts of 5,6-dimethyl-2,3-dioxo-1,4-benzoxazine, of melting point 278°-284° C. (with decomposition). The reactants are CCC(=O)O, CC(C)=CC=O, CC(C)=CCO, O. Yields the product CC(C)=CCCC(C)=CC=O. Reaction SMILES: [CH3:13][CH2:14][C:15](=[O:16])[OH:17].[CH3:1][C:2](=[CH:3][CH:4]=[O:5])[CH3:6].[CH3:7][C:8]([CH3:9])=[CH:10][CH2:11][OH:12].[OH2:18]>>[CH2:1]([C:2](=[CH:3][CH:4]=[O:5])[CH3:6])[CH2:11][CH:10]=[C:8]([CH3:7])[CH3:9].